From a dataset of the Open Reaction Database (ORD), a public repository of structured organic reaction records. describe an organic reaction: reactants, conditions, products, and yield The reactants are Br, CC(=O)O, COc1cc2c(cn1)-c1nc(-c3nc(C)nn3C(C)C)cn1CCO2. Product: Cc1nc(-c2cn3c(n2)-c2cnc(O)cc2OCC3)n(C(C)C)n1. RXN SMILES: [BrH:26].[CH3:27][C:28](=[O:29])[OH:30].[CH:1]([CH3:2])([CH3:3])[n:4]1[n:5][c:6]([CH3:25])[n:7][c:8]1-[c:9]1[cH:10][n:11]2[c:17]([n:18]1)-[c:16]1[c:15]([cH:22][c:21]([O:23][CH3:24])[n:20][cH:19]1)[O:14][CH2:13][CH2:12]2>>[CH:1]([CH3:2])([CH3:3])[n:4]1[n:5][c:6]([CH3:25])[n:7][c:8]1-[c:9]1[cH:10][n:11]2[c:17]([n:18]1)-[c:16]1[c:15]([cH:22][c:21]([OH:23])[n:20][cH:19]1)[O:14][CH2:13][CH2:12]2. Reactants: Cl.CC=1C=C(C=CC1C)C=1C=C(C(=NC1)C)CO ([5-(3,4-dimethyl-phenyl)-2-methyl-pyridin-3-yl]-methanol hydrochloride), S(=O)(Cl)Cl (thionyl chloride). Product: Cl.ClCC=1C(=NC=C(C1)C1=CC(=C(C=C1)C)C)C (3-Chloromethyl-5-(3,4-dimethyl-phenyl)-2-methyl-pyridine Hydrochloride), solid. Yield: 98.0%. Reaction SMILES: [ClH:1].[CH3:2][C:3]1[CH:4]=[C:5]([C:10]2[CH:11]=[C:12]([CH2:17]O)[C:13]([CH3:16])=[N:14][CH:15]=2)[CH:6]=[CH:7][C:8]=1[CH3:9].S(Cl)([Cl:21])=O>>[ClH:21].[Cl:1][CH2:17][C:12]1[C:13]([CH3:16])=[N:14][CH:15]=[C:10]([C:5]2[CH:6]=[CH:7][C:8]([CH3:9])=[C:3]([CH3:2])[CH:4]=2)[CH:11]=1 |f:0.1,3.4|. Reported procedure: The title compound, MS: m/e=245.1 (M+) was obtained as a yellow solid (98% yield) by the reaction of [5-(3,4-dimethyl-phenyl)-2-methyl-pyridin-3-yl]-methanol hydrochloride (1:1) with thionyl chloride at 20° C. for 1 h then 2 h at reflux. Isolated yield 102.1%. The reactants are O (Water), [BH4-].[Na+] (NaBH4), ice, O[C@@H](C(=O)OCC)CCC1=CC=CC=C1 (ethyl (R)-2-hydroxy-4-phenylbutyrate). RXN SMILES: [BH4-].[Na+].[OH:3][C@H:4]([CH2:10][CH2:11][C:12]1[CH:17]=[CH:16][CH:15]=[CH:14][CH:13]=1)[C:5](OCC)=[O:6].O>CO>[C:12]1([CH2:11][CH2:10][C@@H:4]([OH:3])[CH2:5][OH:6])[CH:17]=[CH:16][CH:15]=[CH:14][CH:13]=1 |f:0.1|. The solvent is CO (methanol). Conditions: time 45 minute. Procedure details: NaBH4 (1.82 g) was added portionwise to an ice cooled solution of ethyl (R)-2-hydroxy-4-phenylbutyrate (2.0 g) in methanol (40 ml). After the addition was completed, the reaction mixture was stirred at room temperature for 45 minutes. Water (20 ml) was added, and the resulting mixture was stirred for several minutes and then evaporated under reduced pressure. The residue was extracted with ethyl acetate. The extract was washed with brine and dried over magnesium sulfate. Evaporation of the solve... Product: C1(=CC=CC=C1)CC[C@H](CO)O ((R)-4-phenylbutane-1,2-diol). The reactants are N([C@@H](C)C(=O)N1[C@H](C(=O)OC(C)(C)C)CCC1)C(=O)OCC1=CC=CC=C1 (Z-Ala-Pro-OtBu), [H][H] (hydrogen), C(Cl)(Cl)Cl.CO (chloroform methanol). Reagents/catalysts: [Pd] (Pd on charcoal). Solvent: CO (methanol). Product: N[C@@H](C)C(=O)N1[C@H](C(=O)OC(C)(C)C)CCC1 (H-Ala-Pro-OtBu). Reaction SMILES: [NH:1](C(OCC1C=CC=CC=1)=O)[C@H:2]([C:4]([N:6]1[CH2:17][CH2:16][CH2:15][C@H:7]1[C:8]([O:10][C:11]([CH3:14])([CH3:13])[CH3:12])=[O:9])=[O:5])[CH3:3].[H][H].C(Cl)(Cl)Cl.CO>CO.[Pd]>[NH2:1][C@H:2]([C:4]([N:6]1[CH2:17][CH2:16][CH2:15][C@H:7]1[C:8]([O:10][C:11]([CH3:12])([CH3:13])[CH3:14])=[O:9])=[O:5])[CH3:3] |f:2.3|. Procedure details: 9.36 g of Z-Ala-Pro-OtBu are hydrogenated in 100 ml of methanol in the presence of 500 mg of Pd on charcoal (10%) at room temperature. The hydrogen uptake has ended after 90 minutes. The solution is freed of catalyst by filtration and evaporated in a waterpump vacuum at 30° C. to give an oil. This proves to be homogeneous in a thin layer chromatogram on silica gel. Rf = 0.35 in the system chloroform-methanol (1:1). Starting materials: CC1=CC2=C(C(=C1OC)O)[C@@H]3[C@@H]4[C@H]5C6=C(C7=C(C(=C6OC(=O)C)C)OCO7)[C@@H](N4[C@H]([C@H](C2)N3C)C#N)COC(=O)[C@@]8(CS5)C9=CC(=C(C=C9CCN8)O)OC (ecteinascidin 770), [Cl-].[Na+] (sodium chloride), C(O)([O-])=O.[Na+] (sodium hydrogen carbonate). Reagents/catalysts: [N+](=O)([O-])[O-].[Ag+] (silver nitrate). The solvent is C(C)#N (acetonitrile), O (water). Reaction conditions: temperature 23 celsius, time 19 hour. The product is CC1=CC2=C(C(=C1OC)O)[C@@H]3[C@@H]4[C@@H]5C6=C(C7=C(C(=C6OC(=O)C)C)OCO7)[C@H](N4[C@H]([C@H](C2)N3C)O)COC(=O)[C@@]8(CS5)C9=CC(=C(C=C9CCN8)O)OC (ecteinascidin 743). Isolated yield 92.0%. As a reaction SMILES: [CH3:1][C:2]1[C:7]([O:8][CH3:9])=[C:6]([OH:10])[C:5]2[C@H:11]3[N:33]([CH3:34])[C@@H:31]([CH2:32][C:4]=2[CH:3]=1)[C@H:30](C#N)[N:29]1[C@H:12]3[C@@H:13]2[S:43][CH2:42][C@:41]3([NH:52][CH2:51][CH2:50][C:49]4[C:44]3=[CH:45][C:46]([O:54][CH3:55])=[C:47]([OH:53])[CH:48]=4)[C:39](=[O:40])[O:38][CH2:37][C@H:28]1[C:15]1[C:16]3[O:27][CH2:26][O:25][C:17]=3[C:18]([CH3:24])=[C:19]([O:20][C:21]([CH3:23])=[O:22])[C:14]2=1.[Cl-].[Na+].C(=O)([O-])[OH:59].[Na+]>C(#N)C.O.[N+]([O-])([O-])=O.[Ag+]>[CH3:1][C:2]1[C:7]([O:8][CH3:9])=[C:6]([OH:10])[C:5]2[C@H:11]3[N:33]([CH3:34])[C@@H:31]([CH2:32][C:4]=2[CH:3]=1)[C@H:30]([OH:59])[N:29]1[C@H:12]3[C@H:13]2[S:43][CH2:42][C@:41]3([NH:52][CH2:51][CH2:50][C:49]4[C:44]3=[CH:45][C:46]([O:54][CH3:55])=[C:47]([OH:53])[CH:48]=4)[C:39](=[O:40])[O:38][CH2:37][C@@H:28]1[C:15]1[C:16]3[O:27][CH2:26][O:25][C:17]=3[C:18]([CH3:24])=[C:19]([O:20][C:21]([CH3:23])=[O:22])[C:14]2=1 |f:1.2,3.4,7.8|. Reported procedure: To a solution of ecteinascidin 770 (22 mg, 0.0285 mmol) in acetonitrile and water (3:2, v/v, 4 ml) was added silver nitrate (100 mg, 20 equiv). The suspension was stirred at 23° C. for 19 hours at which time a mixture of saturated aqueous sodium chloride solution (1 ml) and saturated aqueous sodium hydrogen carbonate solution (1 ml) was added. The mixture was stirred vigorously at 23° C. for 10 min before it was partitioned between saturated aqueous sodium chloride solution and saturated aqueous... The reactants are S(=O)(=O)([O-])OOS(=O)(=O)[O-].[NH4+].[NH4+] (ammonium persulfate), 250, 195, C(C(=C)C)(=O)OC (methyl methacrylate), C(C=C)(=O)OCC(CCCC)CC (2-ethylhexyl acrylate), C(CCCCCCCCCCC)OS(=O)(=O)C1=CC=CC=C1.[Na] (sodium dodecylbenzene sulfonate), S(=O)(=O)([O-])OOS(=O)(=O)[O-].[NH4+].[NH4+] (ammonium persulfate). Run in O (water), O (water), O (water). The product is 135, C(C(=C)C)(=O)OC (methyl methacrylate), C(C=C)(=O)OCC(CCCC)CC (2-ethylhexyl acrylate), C(CCCCCCCCCCC)S (n-dodecylmercaptan). As a reaction SMILES: [S:1](OOS([O-])(=O)=O)([O-])(=O)=O.[NH4+].[NH4+].[C:13]([O:18][CH3:19])(=[O:17])[C:14]([CH3:16])=[CH2:15].[C:20]([O:24][CH2:25][CH:26]([CH2:31][CH3:32])[CH2:27][CH2:28][CH2:29][CH3:30])(=[O:23])[CH:21]=[CH2:22].[CH2:33](OS(C1C=CC=CC=1)(=O)=O)[CH2:34][CH2:35][CH2:36][CH2:37][CH2:38][CH2:39][CH2:40][CH2:41][CH2:42][CH2:43][CH3:44].[Na]>O>[C:13]([O:18][CH3:19])(=[O:17])[C:14]([CH3:16])=[CH2:15].[C:20]([O:24][CH2:25][CH:26]([CH2:31][CH3:32])[CH2:27][CH2:28][CH2:29][CH3:30])(=[O:23])[CH:21]=[CH2:22].[CH2:33]([SH:1])[CH2:34][CH2:35][CH2:36][CH2:37][CH2:38][CH2:39][CH2:40][CH2:41][CH2:42][CH2:43][CH3:44] |f:0.1.2,5.6,^1:54|. Reported procedure: To a mixture of 250 parts of deionized water and 25 parts of the seed emulsion of Manufacturing Example 1, were added an aqueous solution of 0.1 part of ammonium persulfate and 17 parts of deionized water, and then the same procedures as stated in Manufacturing Example 14 were repeated, excepting using as the first stage pre-emulsion a mixture of 195 parts of methyl methacrylate, 100 parts of 2-ethylhexyl acrylate, 200 parts of deionized water, 0.4 part of sodium dodecylbenzene sulfonate and 0.9... The reactants are Cl.Cl.N1CCC(CC1)CCCCNC(CCC=1C=NC=CC1)=O (N-(4-piperidin-4-yl-butyl)-3-pyridin-3-yl-propionamide dihydrochloride), ClC1C2=C(OCC3=C1C=CC=C3)C=CC=C2 (11-chloro-6,11-dihydrodibenzo[b,e]oxepine), TEA. The solvent is ClCCl (dichloromethane), ClCCl (dichloromethane). Conditions: time 2 day. The product is C1=CC=CC=2OCC3=C(C(C21)N2CCC(CC2)CCCCNC(CCC=2C=NC=CC2)=O)C=CC=C3 (N-{4-[1-(6,11-dihydrodibenzo[b,e]oxepin-11-yl)-piperidin-4-yl]-butyl}-3-(pyridin-3-yl)-propionamide). Reaction SMILES: Cl[CH:2]1[C:8]2[CH:9]=[CH:10][CH:11]=[CH:12][C:7]=2[CH2:6][O:5][C:4]2[CH:13]=[CH:14][CH:15]=[CH:16][C:3]1=2.Cl.Cl.[NH:19]1[CH2:24][CH2:23][CH:22]([CH2:25][CH2:26][CH2:27][CH2:28][NH:29][C:30](=[O:39])[CH2:31][CH2:32][C:33]2[CH:34]=[N:35][CH:36]=[CH:37][CH:38]=2)[CH2:21][CH2:20]1>ClCCl>[CH:16]1[C:3]2[CH:2]([N:19]3[CH2:24][CH2:23][CH:22]([CH2:25][CH2:26][CH2:27][CH2:28][NH:29][C:30](=[O:39])[CH2:31][CH2:32][C:33]4[CH:34]=[N:35][CH:36]=[CH:37][CH:38]=4)[CH2:21][CH2:20]3)[C:8]3[CH:9]=[CH:10][CH:11]=[CH:12][C:7]=3[CH2:6][O:5][C:4]=2[CH:13]=[CH:14][CH:15]=1 |f:1.2.3|. Procedure: 3.46 g (15 mmol) 11-chloro-6,11-dihydrodibenzo[b,e]oxepine are dissolved in 90 ml absolute dichloromethane and 5.43 g (15 mmol) N-(4-piperidin-4-yl-butyl)-3-pyridin-3-yl-propionamide dihydrochloride is added. 5.0 g (49.5 mmol) TEA is dissolved in 20 ml absolute dichloromethane and added dropwise under ice cooling. The mixture is stirred for two days at RT without further cooling. Subsequently, the batch is washed twice, each with 50 ml water. The organic phase is dried over sodium sulfate and th... The product is OC(CCl)CN1CCC(C2(c3ccc(F)cc3)OCCO2)CC1. Starting materials: CCOCC, ClCC1CO1, Fc1ccc(C2(C3CCNCC3)OCCO2)cc1. As a reaction SMILES: [CH2:24]([O:25][CH2:26][CH3:27])[CH3:28].[Cl:1][CH2:2][CH:3]1[CH2:4][O:5]1.[F:6][c:7]1[cH:8][cH:9][c:10]([C:13]2([CH:18]3[CH2:19][CH2:20][NH:21][CH2:22][CH2:23]3)[O:14][CH2:15][CH2:16][O:17]2)[cH:11][cH:12]1>>[Cl:1][CH2:2][CH:3]([CH2:4][N:21]1[CH2:20][CH2:19][CH:18]([C:13]2([c:10]3[cH:9][cH:8][c:7]([F:6])[cH:12][cH:11]3)[O:14][CH2:15][CH2:16][O:17]2)[CH2:23][CH2:22]1)[OH:5].